Dataset: the Open Reaction Database (ORD), a public repository of structured organic reaction records. Task: describe an organic reaction: reactants, conditions, products, and yield Starting materials: C([O-])([O-])=O.[Na+].[Na+] (Sodium carbonate), BrC=1C=C2C=CC(=NC2=CC1)C (6-Bromo-2-methylquinoline), FC1=C(C=CC(=C1)F)B(O)O (2,4-Difluorophenylboronic acid), C(C)OC(C)O (ethoxyethanol). The reagents and catalysts are [Pd].C1(=CC=CC=C1)P(C1=CC=CC=C1)C1=CC=CC=C1.C1(=CC=CC=C1)P(C1=CC=CC=C1)C1=CC=CC=C1.C1(=CC=CC=C1)P(C1=CC=CC=C1)C1=CC=CC=C1.C1(=CC=CC=C1)P(C1=CC=CC=C1)C1=CC=CC=C1 (tetrakis(triphenylphosphine) palladium). Run in O (water), C(C)OCCO (2-ethoxyethanol). Conditions: time 5 minute. The product is FC1=C(C=CC(=C1)F)C=1C=C2C=CC(=NC2=CC1)C (6-(2′,4′-Difluorophenyl)-2-methylquinoline). Reaction SMILES: Br[C:2]1[CH:3]=[C:4]2[C:9](=[CH:10][CH:11]=1)[N:8]=[C:7]([CH3:12])[CH:6]=[CH:5]2.[F:13][C:14]1[CH:19]=[C:18]([F:20])[CH:17]=[CH:16][C:15]=1B(O)O.C(OC(O)C)C.C(=O)([O-])[O-].[Na+].[Na+]>C(OCCO)C.O.[Pd].C1(P(C2C=CC=CC=2)C2C=CC=CC=2)C=CC=CC=1.C1(P(C2C=CC=CC=2)C2C=CC=CC=2)C=CC=CC=1.C1(P(C2C=CC=CC=2)C2C=CC=CC=2)C=CC=CC=1.C1(P(C2C=CC=CC=2)C2C=CC=CC=2)C=CC=CC=1>[F:13][C:14]1[CH:19]=[C:18]([F:20])[CH:17]=[CH:16][C:15]=1[C:2]1[CH:3]=[C:4]2[C:9](=[CH:10][CH:11]=1)[N:8]=[C:7]([CH3:12])[CH:6]=[CH:5]2 |f:3.4.5,8.9.10.11.12|. Procedure details: To a solution 6-Bromo-2-methylquinoline (4.7 g; 0.021 mol) in 2-ethoxyethanol (80 ml) was added tetrakis(triphenylphosphine) palladium (0.5 g; 0.0004 mol) and the reaction mixture was stirred at room temperature under nitrogen atmosphere for 5 minutes. 2,4-Difluorophenylboronic acid (3.5 g; 0.022 mol) was added followed by ethoxyethanol (20 ml). Sodium carbonate (10 g; 0.094 mol) in water (50 ml) was added and the reaction mixture was magnetically stirred and heated under nitrogen at 90° C. for ... Reactants: C[Si](C)(C)CCOCCl, CN(C)c1ccncc1, CC(=O)Oc1ccc(S(=O)(=O)Nc2nnc(C(C)C)s2)cc1, CCN(C(C)C)C(C)C, ClCCl. The product is CC(=O)Oc1ccc(S(=O)(=O)N(COCC[Si](C)(C)C)c2nnc(C(C)C)s2)cc1. Reaction SMILES: [CH3:32][Si:33]([CH2:34][CH2:35][O:36][CH2:37][Cl:38])([CH3:39])[CH3:40].[CH3:44][N:45]([CH3:46])[c:47]1[cH:48][cH:49][n:50][cH:51][cH:52]1.[CH:1]([CH3:2])([CH3:3])[c:4]1[n:5][n:6][c:7]([NH:9][S:10](=[O:11])(=[O:12])[c:13]2[cH:14][cH:15][c:16]([O:19][C:20]([CH3:21])=[O:22])[cH:17][cH:18]2)[s:8]1.[CH:23]([N:24]([CH2:25][CH3:26])[CH:27]([CH3:28])[CH3:29])([CH3:30])[CH3:31].[Cl:41][CH2:42][Cl:43]>>[CH:1]([CH3:2])([CH3:3])[c:4]1[n:5][n:6][c:7]([N:9]([S:10](=[O:11])(=[O:12])[c:13]2[cH:14][cH:15][c:16]([O:19][C:20]([CH3:21])=[O:22])[cH:17][cH:18]2)[CH2:37][O:36][CH2:35][CH2:34][Si:33]([CH3:32])([CH3:39])[CH3:40])[s:8]1.